Dataset: the Open Reaction Database (ORD), a public repository of structured organic reaction records. Task: describe an organic reaction: reactants, conditions, products, and yield Starting materials: Br.N1=C(C=CC=C1)C#CCBr (3-(2-pyridyl)prop-2-yn-1-yl bromide hydrobromide), FC=1C=C(C=C(C1)C1(C(CCC1)OC)OC)O ((1RS,2SR)-1-(5-fluoro-3-hydroxyphenyl)-1,2-dimethoxycyclopentane). The product is FC=1C=C(C=C(C1)C1(C(CCC1)OC)OC)OCC#CC1=NC=CC=C1 ((1RS,2SR)-1-[5-fluoro-3-(3-(2-pyridyl)prop-2-yn-1-yloxy)phenyl]-1,2-dimethoxycyclopentane). Isolated yield 83.0%. RXN SMILES: Br.[N:2]1[CH:7]=[CH:6][CH:5]=[CH:4][C:3]=1[C:8]#[C:9][CH2:10]Br.[F:12][C:13]1[CH:14]=[C:15]([OH:28])[CH:16]=[C:17]([C:19]2([O:26][CH3:27])[CH2:23][CH2:22][CH2:21][CH:20]2[O:24][CH3:25])[CH:18]=1>>[F:12][C:13]1[CH:14]=[C:15]([O:28][CH2:10][C:9]#[C:8][C:3]2[CH:4]=[CH:5][CH:6]=[CH:7][N:2]=2)[CH:16]=[C:17]([C:19]2([O:26][CH3:27])[CH2:23][CH2:22][CH2:21][CH:20]2[O:24][CH3:25])[CH:18]=1 |f:0.1|. Procedure details: Using the procedure described in Example 1, 3-(2-pyridyl)prop-2-yn-1-yl bromide hydrobromide was reacted with (1RS,2SR)-1-(5-fluoro-3-hydroxyphenyl)-1,2-dimethoxycyclopentane to give (1RS,2SR)-1-[5-fluoro-3-(3-(2-pyridyl)prop-2-yn-1-yloxy)phenyl]-1,2-dimethoxycyclopentane in 83% yield, as an oil. Starting materials: COc1cc(Br)ccc1Cl, O=C([O-])[O-], Cc1cnc(Cl)nc1N, ClCCl, [Cs+], [Cs+], C1COCCO1, O=C(C=Cc1ccccc1)C=Cc1ccccc1, O=C(C=Cc1ccccc1)C=Cc1ccccc1, O=C(C=Cc1ccccc1)C=Cc1ccccc1, [Pd], [Pd]. Product: COc1cc(Nc2nc(Cl)ncc2C)ccc1Cl. RXN SMILES: [Br:10][c:11]1[cH:12][c:13]([O:18][CH3:19])[c:14]([Cl:17])[cH:15][cH:16]1.[C:20](=[O:21])([O-:22])[O-:23].[Cl:1][c:2]1[n:3][cH:4][c:5]([CH3:9])[c:6]([NH2:8])[n:7]1.[Cl:32][CH2:33][Cl:34].[Cs+:24].[Cs+:25].[O:26]1[CH2:27][CH2:28][O:29][CH2:30][CH2:31]1.[O:37]=[C:38]([CH:39]=[CH:40][c:41]1[cH:42][cH:43][cH:44][cH:45][cH:46]1)[CH:47]=[CH:48][c:49]1[cH:50][cH:51][cH:52][cH:53][cH:54]1.[O:55]=[C:56]([CH:57]=[CH:58][c:59]1[cH:60][cH:61][cH:62][cH:63][cH:64]1)[CH:65]=[CH:66][c:67]1[cH:68][cH:69][cH:70][cH:71][cH:72]1.[O:73]=[C:74]([CH:75]=[CH:76][c:77]1[cH:78][cH:79][cH:80][cH:81][cH:82]1)[CH:83]=[CH:84][c:85]1[cH:86][cH:87][cH:88][cH:89][cH:90]1.[Pd:35].[Pd:36]>>[Cl:1][c:2]1[n:3][cH:4][c:5]([CH3:9])[c:6]([NH:8][c:11]2[cH:12][c:13]([O:18][CH3:19])[c:14]([Cl:17])[cH:15][cH:16]2)[n:7]1. As a reaction SMILES: [OH:1][C:2]1[CH:11]=[CH:10][C:5]2[C:6](=[O:9])[CH2:7][O:8][C:4]=2[CH:3]=1.[CH2:12]([O:14][C:15]1[CH:16]=[C:17]([CH:20]=[CH:21][C:22]=1[OH:23])[CH:18]=O)[CH3:13]>CO>[CH2:12]([O:14][C:15]1[CH:16]=[C:17]([CH:18]=[C:7]2[C:6](=[O:9])[C:5]3[CH:10]=[CH:11][C:2]([OH:1])=[CH:3][C:4]=3[O:8]2)[CH:20]=[CH:21][C:22]=1[OH:23])[CH3:13]. Procedure: After 6-hydroxy-2H-benzofuran-3-one 1 g and 3-ethoxy-4-hydroxybenzaldehyde 1.22 g were dissolved in methanol 75 ml, concentrated -hydrochloric acid 50 ml was added, and the mixture was refluxed for 1.5 hours. The solution was cooled to room temperature, and precipitated crystals were filtered and dried over phosphorous pentoxide at a temperature of 60° C. for four hours under reduced pressure to obtain the desired compound 1.19 g. Yield: 59.9%. The product is C(C)OC=1C=C(C=CC1O)C=C1OC2=C(C1=O)C=CC(=C2)O (2-[(3-ethoxy-4-hydroxyphenyl)methylene]-6-hydroxy-3(2H)-benzofuranone). The reactants are OC1=CC2=C(C(CO2)=O)C=C1 (6-hydroxy-2H-benzofuran-3-one), C(C)OC=1C=C(C=O)C=CC1O (3-ethoxy-4-hydroxybenzaldehyde). Solvent: CO (methanol).